This data is from the Open Reaction Database (ORD), a public repository of structured organic reaction records. The task is: describe an organic reaction: reactants, conditions, products, and yield Reactants: C(C1=CC=CC=C1)N=C=O (Benzyl isocyanate), C(CC)N(N1C=CC2=CC(=CC=C12)O)C1=CC=NC=C1 (1-(propyl-4-pyridinylamino)-1H-indol-5-ol), C([O-])([O-])=O.[K+].[K+] (potassium carbonate). The solvent is O1CCCC1 (tetrahydrofuran). Product: C1(=CC=CC=C1)CNC(OC=1C=C2C=CN(C2=CC1)N(C1=CC=NC=C1)CCC)=O (1-(Propyl-4-pyridinylamino)-1H-indol-5-yl phenylmethylcarbamate). Isolated yield 101.1%. Reaction SMILES: [CH2:1]([N:8]=[C:9]=[O:10])[C:2]1[CH:7]=[CH:6][CH:5]=[CH:4][CH:3]=1.[CH2:11]([N:14]([C:25]1[CH:30]=[CH:29][N:28]=[CH:27][CH:26]=1)[N:15]1[C:23]2[C:18](=[CH:19][C:20]([OH:24])=[CH:21][CH:22]=2)[CH:17]=[CH:16]1)[CH2:12][CH3:13].C(=O)([O-])[O-].[K+].[K+]>O1CCCC1>[C:2]1([CH2:1][NH:8][C:9](=[O:10])[O:24][C:20]2[CH:19]=[C:18]3[C:23](=[CH:22][CH:21]=2)[N:15]([N:14]([CH2:11][CH2:12][CH3:13])[C:25]2[CH:30]=[CH:29][N:28]=[CH:27][CH:26]=2)[CH:16]=[CH:17]3)[CH:7]=[CH:6][CH:5]=[CH:4][CH:3]=1 |f:2.3.4|. Reported procedure: Benzyl isocyanate (2 g) was added to a solution of 1-(propyl-4-pyridinylamino)-1H-indol-5-ol (3.3 g) in 75 mL tetrahydrofuran containing potassium carbonate (milled, 3 g). After stirring twenty hours at ambient temperature, the mixture was filtered and the filtrate was concentrated. The residue was eluted through silica with ethyl acetate via flash column chromatography to yield 5 g of the product as a solid, m.p. 156°-158° C. The product was recrystallized from acetonitrile to yield 3.8 g of cr... Reactants: F[B-](F)(F)F, Cc1cc(C(=O)O)ccc1C(=O)N1CC=CC1, CO, CCN(C(C)C)C(C)C, NC(CO)c1nc2cc(Cl)ccc2[nH]1, Cl, ClCCl, C1CCOC1, CN(C)C(On1nnc2ccccc21)=[N+](C)C. Yields the product Cc1cc(C(=O)NC(CO)c2nc3cc(Cl)ccc3[nH]2)ccc1C(=O)N1CC=CC1. Reaction SMILES: [B-:18]([F:19])([F:20])([F:21])[F:22].[CH3:1][c:2]1[cH:3][c:4]([C:5](=[O:6])[OH:7])[cH:8][cH:9][c:10]1[C:11](=[O:12])[N:13]1[CH2:14][CH:15]=[CH:16][CH2:17]1.[CH3:69][OH:70].[CH:40]([N:41]([CH:42]([CH3:43])[CH3:44])[CH2:45][CH3:46])([CH3:47])[CH3:48].[Cl:49][c:50]1[cH:51][c:52]2[c:53]([nH:54][c:55]([CH:57]([CH2:58][OH:59])[NH2:60])[n:56]2)[cH:61][cH:62]1.[Cl:63].[Cl:71][CH2:72][Cl:73].[O:64]1[CH2:65][CH2:66][CH2:67][CH2:68]1.[n:23]1([O:24][C:25]([N:26]([CH3:27])[CH3:28])=[N+:29]([CH3:30])[CH3:31])[c:32]2[cH:33][cH:34][cH:35][cH:36][c:37]2[n:38][n:39]1>>[CH3:1][c:2]1[cH:3][c:4]([C:5](=[O:7])[NH:60][CH:57]([c:55]2[nH:54][c:53]3[c:52]([cH:51][c:50]([Cl:49])[cH:62][cH:61]3)[n:56]2)[CH2:58][OH:59])[cH:8][cH:9][c:10]1[C:11](=[O:12])[N:13]1[CH2:14][CH:15]=[CH:16][CH2:17]1.